This data is from the Open Reaction Database (ORD), a public repository of structured organic reaction records. The task is: describe an organic reaction: reactants, conditions, products, and yield The reactants are O (water), C1(=CC=CC=C1)C#CC=1C=CC(NN1)=O (6-(phenylethynyl)-3(2H)-pyridazinone), [H-].[Na+] (NaH), ICC (iodoethane). Solvent: CCOC(=O)C (EtOAc), CCCCCC (n-hexane), CN(C)C=O (DMF). Run at temperature 52.5 celsius, time 30 minute. The product is C(C)N1N=C(C=CC1=O)C#CC1=CC=CC=C1 (2-ethyl-6-(phenylethynyl)-3(2H)-pyridazinone). RXN SMILES: [C:1]1([C:7]#[C:8][C:9]2[CH:10]=[CH:11][C:12](=[O:15])[NH:13][N:14]=2)[CH:6]=[CH:5][CH:4]=[CH:3][CH:2]=1.[H-].[Na+].I[CH2:19][CH3:20].O>CN(C=O)C.CCOC(C)=O.CCCCCC>[CH2:19]([N:13]1[C:12](=[O:15])[CH:11]=[CH:10][C:9]([C:8]#[C:7][C:1]2[CH:2]=[CH:3][CH:4]=[CH:5][CH:6]=2)=[N:14]1)[CH3:20] |f:1.2|. Procedure details: Under nitrogen atmosphere, 6-(phenylethynyl)-3(2H)-pyridazinone (15.54 g) was added to a suspension of NaH (60% in oil suspension) (3.33 g) in DMF (90 ml) and the mixture was stirred at 50-55° C. for 30 minutes. Under ice-cooling, iodoethane (6.97 ml) was added to the mixture and the mixture was stirred at 50-55° C. for 3 hours. After addition of water, the reaction mixture was extracted with EtOAc, dried over MgSO4 and concentrated under reduced pressure to give a residue. The residue was subje... Starting materials: F, O, CCOC(=O)C(C)(C)O, O=S(=O)(O)F, c1ccncc1. The product is CCOC(=O)C(C)(C)F. As a reaction SMILES: [FH:7].[OH2:22].[OH:13][C:14]([C:15](=[O:16])[O:17][CH2:18][CH3:19])([CH3:20])[CH3:21].[S:8]([F:9])(=[O:10])(=[O:11])[OH:12].[n:1]1[cH:2][cH:3][cH:4][cH:5][cH:6]1>>[F:7][C:14]([C:15](=[O:16])[O:17][CH2:18][CH3:19])([CH3:20])[CH3:21]. Reaction SMILES: [CH3:23][CH2:24][OH:25].[H:21][H:22].[N+:1]([O-:2])(=[O:3])[c:4]1[cH:5][cH:6][c:7]([N:10]2[CH2:11][CH2:12][CH:13]([CH2:16][C:17](=[O:18])[O:19][CH3:20])[CH2:14][CH2:15]2)[n:8][cH:9]1>>[NH2:1][c:4]1[cH:5][cH:6][c:7]([N:10]2[CH2:11][CH2:12][CH:13]([CH2:16][C:17](=[O:18])[O:19][CH3:20])[CH2:14][CH2:15]2)[n:8][cH:9]1. Reactants: CCO, [H][H], COC(=O)CC1CCN(c2ccc([N+](=O)[O-])cn2)CC1. Yields the product COC(=O)CC1CCN(c2ccc(N)cn2)CC1. Starting materials: CCOC(C)=O, CCOC(=O)C(=CC1OC(C)(C)N(C(=O)OCc2ccccc2)C1CC(C)C)CCCOC1CCCCO1, CCCCCC, CCO, Cl, [K+], [OH-], O. Product: CC(C)CC1C(C=C(CCCOC2CCCCO2)C(=O)O)OC(C)(C)N1C(=O)OCc1ccccc1. RXN SMILES: [C:39]([O:40][CH2:41][CH3:42])(=[O:43])[CH3:44].[CH2:1]([c:2]1[cH:3][cH:4][cH:5][cH:6][cH:7]1)[O:8][C:9](=[O:10])[N:11]1[C:12]([CH3:37])([CH3:38])[O:13][CH:14]([CH:20]=[C:21]([C:22](=[O:23])[O:24][CH2:25][CH3:26])[CH2:27][CH2:28][CH2:29][O:30][CH:31]2[O:32][CH2:33][CH2:34][CH2:35][CH2:36]2)[CH:15]1[CH2:16][CH:17]([CH3:18])[CH3:19].[CH3:45][CH2:46][CH2:47][CH2:48][CH2:49][CH3:50].[CH3:54][CH2:55][OH:56].[ClH:53].[K+:52].[OH-:51].[OH2:57]>>[CH2:1]([c:2]1[cH:3][cH:4][cH:5][cH:6][cH:7]1)[O:8][C:9](=[O:10])[N:11]1[C:12]([CH3:37])([CH3:38])[O:13][CH:14]([CH:20]=[C:21]([C:22](=[O:23])[OH:24])[CH2:27][CH2:28][CH2:29][O:30][CH:31]2[O:32][CH2:33][CH2:34][CH2:35][CH2:36]2)[CH:15]1[CH2:16][CH:17]([CH3:18])[CH3:19]. The reactants are BrCCCF (1-bromo-3-fluoropropane), NC=1SC=CN1 (2-aminothiazole), C(C)(=O)OCC (ethyl acetate). Solvent: CN(C=O)C (dimethylformamide). Conditions: temperature 80 celsius, time 7.5 hour. Yields the product Br.N=C1SC=CN1CCCF (2-imino-3-(3-fluoropropyl)thiazoline hydrobromide). The yield is 45.6%. As a reaction SMILES: [NH2:1][C:2]1[S:3][CH:4]=[CH:5][N:6]=1.[Br:7][CH2:8][CH2:9][CH2:10][F:11].C(OCC)(=O)C>CN(C)C=O>[BrH:7].[NH:1]=[C:2]1[N:6]([CH2:8][CH2:9][CH2:10][F:11])[CH:5]=[CH:4][S:3]1 |f:4.5|. Procedure details: 5 g (50 mmol) of 2-aminothiazole was dissolved in 15 ml of dimethylformamide, and 8.8 g (62.4 mmol) of 1-bromo-3-fluoropropane was added at room temperature. The reaction mixture was heated with stirring at 80° C. for 7.5 hours and then allowed to cool to room temperature. After addition of 300 ml of ethyl acetate, the reaction mixture was stirred at room temperature for 10 minutes. The resulting oily substance was separated from the ethyl acetate solution by decantation, and the same operation ... Starting materials: NC1=C(C=C(C=N1)C=1C=C(C(=O)O)C=CC1)C(NC1=CC=NC=C1)=O (3-[6-amino-5-(pyridin-4-ylcarbamoyl)-pyridin-3-yl]-benzoic acid), COCCNC (N-(methoxy-ethyl)-methyl-amine). Yields the product NC1=C(C(=O)NC2=CC=NC=C2)C=C(C=N1)C1=CC(=CC=C1)C(N(C)CCOC)=O (2-Amino-5-{3-[(2-methoxy-ethyl)-methyl-carbamoyl]-phenyl}-N-pyridin-4-yl-nicotinamide). RXN SMILES: [NH2:1][C:2]1[N:7]=[CH:6][C:5]([C:8]2[CH:9]=[C:10]([CH:14]=[CH:15][CH:16]=2)[C:11]([OH:13])=O)=[CH:4][C:3]=1[C:17](=[O:25])[NH:18][C:19]1[CH:24]=[CH:23][N:22]=[CH:21][CH:20]=1.[CH3:26][O:27][CH2:28][CH2:29][NH:30][CH3:31]>>[NH2:1][C:2]1[N:7]=[CH:6][C:5]([C:8]2[CH:16]=[CH:15][CH:14]=[C:10]([C:11](=[O:13])[N:30]([CH2:29][CH2:28][O:27][CH3:26])[CH3:31])[CH:9]=2)=[CH:4][C:3]=1[C:17]([NH:18][C:19]1[CH:20]=[CH:21][N:22]=[CH:23][CH:24]=1)=[O:25]. Procedure: Reaction of 3-[6-amino-5-(pyridin-4-ylcarbamoyl)-pyridin-3-yl]-benzoic acid with N-(methoxy-ethyl)-methyl-amine gives “A97”; method 1: HPLC/MS: 1.23 min, [M+H]=406; Starting materials: CC=1OC2=C(C1C)C=CC=C2C=O (2,3-dimethyl-7 -formylbenzofuran), 4A, C(C)NCC (diethylamine), C1=CC=CC=C1 (benzene). Yields the product CC=1OC2=C(C1C)C=CC=C2C(C)N(CC)CC (2,3-dimethyl-7-[1-(diethylamino)ethyl]benzofuran). The yield is 11.0%. RXN SMILES: [CH3:1][C:2]1[O:3][C:4]2[C:11]([CH:12]=O)=[CH:10][CH:9]=[CH:8][C:5]=2[C:6]=1[CH3:7].[CH2:14]([NH:16][CH2:17][CH3:18])[CH3:15].[CH:19]1C=CC=CC=1>>[CH3:1][C:2]1[O:3][C:4]2[C:11]([CH:12]([N:16]([CH2:17][CH3:18])[CH2:14][CH3:15])[CH3:19])=[CH:10][CH:9]=[CH:8][C:5]=2[C:6]=1[CH3:7]. Reported procedure: 1.8 g (10.3 mmol) of 2,3-dimethyl-7 -formylbenzofuran, 80 ml of benzene, 4A molecular sieve and 3.19 ml (30.8 mmol) of diethylamine are introduced into a 250 ml three-necked flask equipped with a reflux condenser. The mixture is heated at reflux for 16 hours, cooled to room temperature and then filtered to remove the molecular sieve. The filtrate is concentrated under vacuum and is introduced, with 100 ml of anhydrous tetrahydrofuran, into a 250 ml three-necked flask equipped with a reflux conde... Starting materials: CC1(C(N(C2=CC(=C(C=C12)N(C(CCC1=CC=CC=C1)=O)C)[N+](=O)[O-])CCCCC)=O)C (N-(3,3-dimethyl-6-nitro-2-oxo-1-pentyl-2,3-dihydro-1H-indol-5-yl)-N-methyl-3-phenyl-propionamide). The solvent is C(Cl)Cl.CO (CH2Cl2 MeOH). The product is CN1C(=NC=2C1=CC=1C(C(N(C1C2)CCCCC)=O)(C)C)CCC2=CC=CC=C2 (1,7,7-Trimethyl-5-pentyl-2-phenethyl-5,7-dihydro-1H-imidazo[4,5-f]indol-6-one), desired compound. Reaction SMILES: [CH3:1][C:2]1([CH3:32])[C:10]2[C:5](=[CH:6][C:7]([N+:23]([O-])=O)=[C:8]([N:11]([CH3:22])[C:12](=O)[CH2:13][CH2:14][C:15]3[CH:20]=[CH:19][CH:18]=[CH:17][CH:16]=3)[CH:9]=2)[N:4]([CH2:26][CH2:27][CH2:28][CH2:29][CH3:30])[C:3]1=[O:31]>C(Cl)Cl.CO>[CH3:22][N:11]1[C:8]2=[CH:9][C:10]3[C:2]([CH3:1])([CH3:32])[C:3](=[O:31])[N:4]([CH2:26][CH2:27][CH2:28][CH2:29][CH3:30])[C:5]=3[CH:6]=[C:7]2[N:23]=[C:12]1[CH2:13][CH2:14][C:15]1[CH:16]=[CH:17][CH:18]=[CH:19][CH:20]=1 |f:1.2|. Procedure details: 1,7,7-Trimethyl-5-pentyl-2-phenethyl-5,7-dihydro-1H-imidazo[4,5-f]indol-6-one is prepared from crude N-(3,3-dimethyl-6-nitro-2-oxo-1-pentyl-2,3-dihydro-1H-indol-5-yl)-N-methyl-3-phenyl-propionamide as described in Example 3b. The desired compound (78 mg) is obtained by flash chromatography on silica gel eluting with CH2Cl2/MeOH (98:2). Reactants: CC(C)(C)OC(=O)N1CCC(COCc2cc(Br)cc(C(F)(F)F)c2)(c2ccc(F)cc2)CC1, N#Cc1ccc(B(O)O)cc1, [K+], C1CCOC1, [OH-], [Pd], c1ccc(P(c2ccccc2)c2ccccc2)cc1, c1ccc(P(c2ccccc2)c2ccccc2)cc1, c1ccc(P(c2ccccc2)c2ccccc2)cc1, c1ccc(P(c2ccccc2)c2ccccc2)cc1. Yields the product CC(C)(C)OC(=O)N1CCC(COCc2cc(-c3ccc(C#N)cc3)cc(C(F)(F)F)c2)(c2ccc(F)cc2)CC1. RXN SMILES: [Br:1][c:2]1[cH:3][c:4]([CH2:5][O:6][CH2:7][C:8]2([c:21]3[cH:22][cH:23][c:24]([F:27])[cH:25][cH:26]3)[CH2:9][CH2:10][N:11]([C:14](=[O:15])[O:16][C:17]([CH3:18])([CH3:19])[CH3:20])[CH2:12][CH2:13]2)[cH:28][c:29]([C:31]([F:32])([F:33])[F:34])[cH:30]1.[C:35](#[N:36])[c:37]1[cH:38][cH:39][c:40]([B:43]([OH:44])[OH:45])[cH:41][cH:42]1.[K+:47].[O:48]1[CH2:49][CH2:50][CH2:51][CH2:52]1.[OH-:46].[Pd:53].[c:111]1([P:112]([c:113]2[cH:114][cH:115][cH:116][cH:117][cH:118]2)[c:119]2[cH:120][cH:121][cH:122][cH:123][cH:124]2)[cH:125][cH:126][cH:127][cH:128][cH:129]1.[c:54]1([P:55]([c:56]2[cH:57][cH:58][cH:59][cH:60][cH:61]2)[c:62]2[cH:63][cH:64][cH:65][cH:66][cH:67]2)[cH:68][cH:69][cH:70][cH:71][cH:72]1.[c:73]1([P:74]([c:75]2[cH:76][cH:77][cH:78][cH:79][cH:80]2)[c:81]2[cH:82][cH:83][cH:84][cH:85][cH:86]2)[cH:87][cH:88][cH:89][cH:90][cH:91]1.[c:92]1([P:93]([c:94]2[cH:95][cH:96][cH:97][cH:98][cH:99]2)[c:100]2[cH:101][cH:102][cH:103][cH:104][cH:105]2)[cH:106][cH:107][cH:108][cH:109][cH:110]1>>[c:2]1(-[c:40]2[cH:39][cH:38][c:37]([C:35]#[N:36])[cH:42][cH:41]2)[cH:3][c:4]([CH2:5][O:6][CH2:7][C:8]2([c:21]3[cH:22][cH:23][c:24]([F:27])[cH:25][cH:26]3)[CH2:9][CH2:10][N:11]([C:14](=[O:15])[O:16][C:17]([CH3:18])([CH3:19])[CH3:20])[CH2:12][CH2:13]2)[cH:28][c:29]([C:31]([F:32])([F:33])[F:34])[cH:30]1. Starting materials: ClC=1C=C(C=C(C1)Cl)NC(C)=O (N-(3,5-dichlorophenyl)acetamide), C(C)(=O)[O-].[Na+] (sodium acetate), BrBr (bromine). Solvent: C(C)(=O)O (acetic acid), C(C)(=O)O (acetic acid). Run at temperature 50 celsius, time 12 hour. Yields the product BrC1=C(C=C(C=C1Cl)NC(C)=O)Cl (N-(4-Bromo-3,5-dichlorophenyl)acetamide). Reaction SMILES: [Br:1]Br.[Cl:3][C:4]1[CH:5]=[C:6]([NH:11][C:12](=[O:14])[CH3:13])[CH:7]=[C:8]([Cl:10])[CH:9]=1.C([O-])(=O)C.[Na+]>C(O)(=O)C>[Br:1][C:9]1[C:4]([Cl:3])=[CH:5][C:6]([NH:11][C:12](=[O:14])[CH3:13])=[CH:7][C:8]=1[Cl:10] |f:2.3|. Procedure details: 21.3 ml of bromine diluted in 82 ml of acetic acid are added over 6 hours to 84.86 g of N-(3,5-dichlorophenyl)acetamide and 34 g of sodium acetate in 420 ml of acetic acid. After 12 hours at room temperature, the reaction mixture is heated for 5 hours at 50° C. The solvents are evaporated off under reduced pressure. The residue obtained is recrystallized from isopropanol; m.p.=224° C.